The task is: describe an organic reaction: reactants, conditions, products, and yield. This data is from the Open Reaction Database (ORD), a public repository of structured organic reaction records. The reactants are ClC1=C(C(=CC(=C1)Cl)Cl)N1NC(=CC1=O)NC1=C(C=CC(=C1)N)Cl (1-(2,4,6-trichlorophenyl)-3-(2-chloro-5-aminoanilino)-5-pyrazolone), C(C)(C)(CC(C)(C)C)C1=CC=C(OC(C(=O)Cl)CC)C=C1 (2-(4-t-octylphenoxy)-butyric acid chloride), aqueous solution, C(C)(=O)[O-].[Na+] (sodium acetate). Run in C(C)(=O)OCC (ethyl acetate). The product is ClC1=C(C(=CC(=C1)Cl)Cl)N1NC(=CC1=O)NC1=C(C=CC(=C1)NC(C(CC)OC1=CC=C(C=C1)C(C)(C)CC(C)(C)C)=O)Cl (1-(2,4,6-trichlorophenyl)-3-[2-chloro-5-{2-(4-t-octylphenoxy)butaneamido}anilino]-5-pyrazolone). Isolated yield 863.6%. Reaction SMILES: [Cl:1][C:2]1[CH:7]=[C:6]([Cl:8])[CH:5]=[C:4]([Cl:9])[C:3]=1[N:10]1[C:14](=[O:15])[CH:13]=[C:12]([NH:16][C:17]2[CH:22]=[C:21]([NH2:23])[CH:20]=[CH:19][C:18]=2[Cl:24])[NH:11]1.C([O-])(=O)C.[Na+].[C:30]([C:38]1[CH:50]=[CH:49][C:41]([O:42][CH:43]([CH2:47][CH3:48])[C:44](Cl)=[O:45])=[CH:40][CH:39]=1)([CH2:33][C:34]([CH3:37])([CH3:36])[CH3:35])([CH3:32])[CH3:31]>C(OCC)(=O)C>[Cl:1][C:2]1[CH:7]=[C:6]([Cl:8])[CH:5]=[C:4]([Cl:9])[C:3]=1[N:10]1[C:14](=[O:15])[CH:13]=[C:12]([NH:16][C:17]2[CH:22]=[C:21]([NH:23][C:44](=[O:45])[CH:43]([O:42][C:41]3[CH:40]=[CH:39][C:38]([C:30]([CH2:33][C:34]([CH3:37])([CH3:36])[CH3:35])([CH3:32])[CH3:31])=[CH:50][CH:49]=3)[CH2:47][CH3:48])[CH:20]=[CH:19][C:18]=2[Cl:24])[NH:11]1 |f:1.2|. Procedure details: Forty point four grams of 1-(2,4,6-trichlorophenyl)-3-(2-chloro-5-aminoanilino)-5-pyrazolone were suspended in 120 ml of ethyl acetate, and to this mixture were added 40 ml of an aqueous solution containing 9.62 g of sodium acetate. At room temperature, 31.1 g of 2-(4-t-octylphenoxy)-butyric acid chloride were added dropwise to the liquid, and the mixture was stirred for another hour at room temperature. The organic phase was separated from the reaction liquid, and the solvent was distilled off ...